From a dataset of the Open Reaction Database (ORD), a public repository of structured organic reaction records. describe an organic reaction: reactants, conditions, products, and yield Reactants: O=C(O)[C@@H](N)CC1=CC=C(O)C(O)=C1 (dopa), 2-3', 4'-dihydroxyphenylethyl amine, C1C(NC2=CC(=O)C(=O)C=C21)C(=O)O (dopachrome), OC(O)C=1NC2=CC=CC=C2C1 (dihydroxymethylindole), O=C(O)[C@@H](N)CC1=CC=C(O)C(O)=C1 (dopa), CN[C@H](C(=O)O)CC1=CC=C(O)C(O)=C1 (methyl dopa), CN[C@H](C(=O)O)CC1=CC=C(O)C(O)=C1 (methyl dopa), C([O-])(O)=O.[Na+] (sodium bicarbonate). Reagents/catalysts: C(C)(=O)[O-].[Zn+2].C(C)(=O)[O-] (zinc acetate), [Fe-3](C#N)(C#N)(C#N)(C#N)(C#N)C#N.[K+].[K+].[K+] (potassium ferricyanide). Product: OC=1C=C2C=CNC2=CC1O (5,6-dihydroxyindole). Reaction SMILES: O=C([C@H:4]([CH2:6][C:7]1[CH:14]=[C:12]([OH:13])[C:10]([OH:11])=[CH:9][CH:8]=1)[NH2:5])O.CN[C@@H](CC1C=C(O)C(O)=CC=1)C(O)=O.C(=O)(O)[O-].[Na+].C1C2C(=CC(C(C=2)=O)=O)NC1C(O)=O.OC(C1NC2C(C=1)=CC=CC=2)O>[Fe-3](C#N)(C#N)(C#N)(C#N)(C#N)C#N.[K+].[K+].[K+].C([O-])(=O)C.[Zn+2].C([O-])(=O)C>[OH:13][C:12]1[CH:14]=[C:7]2[C:8](=[CH:9][C:10]=1[OH:11])[NH:5][CH:4]=[CH:6]2 |f:2.3,6.7.8.9,10.11.12|. Procedure details: The Bu'Lock et al article discloses oxidation often 2-3', 4'-dihydroxyphenylethyl amine derivatives, including dopa. For methyl dopa (described at page 2251), a 4.735×10-2M concentration of methyl dopa was reacted with a 0.1974M concentration of potassium ferricyanide, in the presence of sodium bicarbonate buffer at a 0.238M concentration. After 10 minutes 8 cc of a 20% zinc acetate solution was added to effect rearrangement of the dopachrome to the dihydroxymethylindole. The article indicates t... The reactants are C(=O)N[C@H]1CC(=O)OC1=O (N-formyl-L-aspartic acid anhydride), COC([C@@H](NC([C@@H](N)CC(O)=O)=O)CC1=CC=CC=C1)=O (α-L-aspartyl-L-phenylalanine methyl ester), Cl (hydrochloride), N[C@@H](CC1=CC=CC=C1)C(=O)O (L-phenylalanine). The solvent is O (water), O (water), CO (methanol). Product: COC([C@@H](NC([C@@H](N)CC(O)=O)=O)CC1=CC=CC=C1)=O (α-L-aspartyl-L-phenylalanine methyl ester), Cl (hydrochloride), C(=O)N[C@@H](CC(O)=O)C(=O)N[C@@H](CC1=CC=CC=C1)C(=O)O (N-formyl-α-L-aspartyl-L-phenylalanine). RXN SMILES: [CH3:1][O:2][C:3](=[O:21])[C@H:4]([CH2:14][C:15]1[CH:20]=[CH:19][CH:18]=[CH:17][CH:16]=1)[NH:5][C:6](=[O:13])[C@H:7]([CH2:9][C:10](=[O:12])[OH:11])[NH2:8].[ClH:22].[CH:23]([NH:25][C@@H:26]1[C:31](=[O:32])[O:30][C:28](=[O:29])[CH2:27]1)=[O:24].[NH2:33][C@H:34]([C:42]([OH:44])=[O:43])[CH2:35][C:36]1[CH:41]=[CH:40][CH:39]=[CH:38][CH:37]=1>O.CO>[CH3:1][O:2][C:3](=[O:21])[C@H:4]([CH2:14][C:15]1[CH:16]=[CH:17][CH:18]=[CH:19][CH:20]=1)[NH:5][C:6](=[O:13])[C@H:7]([CH2:9][C:10](=[O:11])[OH:12])[NH2:8].[ClH:22].[CH:23]([NH:25][C@H:26]([C:31]([NH:33][C@H:34]([C:42]([OH:44])=[O:43])[CH2:35][C:36]1[CH:41]=[CH:40][CH:39]=[CH:38][CH:37]=1)=[O:32])[CH2:27][C:28](=[O:29])[OH:30])=[O:24]. Procedure details: The present invention relates to a process for preparing α-L-aspartyl-L-phenylalanine methyl ester or its hydrochloride. α-L-aspartyl-L-phenylalanine methyl ester or its hydrochloride is prepared by a process comprising: condensating N-formyl-L-aspartic acid anhydride and L-phenylalanine in water or in water containing methanol at a pH in the range of 7-12 to form N-formyl-α-L-aspartyl-L-phenylalanine; acidifying the reaction mixture successively with hydrochloric acid in the presence of methano... Reactants: C1(=CC=CC=C1)C#CC=1NC=2C=CC=C3C2C1CCNC3=O (2-(Phenylethynyl)-3,4,5,6-tetrahydro-1H-azepino[5,4,3-cd]indol-6-one), IC=1NC=2C=CC=C3C2C1CCNC3=O (2-iodo-1,3,4,5-tetrahydro-azepino[5,4,3-cd]indol-6-one). The product is NC=1C=C(C=CC1)C#CC=1NC=2C=CC=C3C2C1CCNC3=O (2-(3-amino-phenylethynyl)-1,3,4,5-tetrahydro-azepino[5,4,3-cd]indol-6-one). Reaction SMILES: [C:1]1([C:7]#[C:8][C:9]2[NH:10][C:11]3[CH:12]=[CH:13][CH:14]=[C:15]4[C:21](=[O:22])[NH:20][CH2:19][CH2:18][C:17]=2[C:16]=34)[CH:6]=[CH:5][CH:4]=[CH:3][CH:2]=1.IC1[NH:25]C2C=CC=C3C(=O)NCCC=1C=23>>[NH2:25][C:5]1[CH:6]=[C:1]([C:7]#[C:8][C:9]2[NH:10][C:11]3[CH:12]=[CH:13][CH:14]=[C:15]4[C:21](=[O:22])[NH:20][CH2:19][CH2:18][C:17]=2[C:16]=34)[CH:2]=[CH:3][CH:4]=1. Procedure: In a manner similar to that described for Example N, Compound 17, 3-ethynyl-analine (129 mg, 1.10 mmol) was coupled to 2-iodo-1,3,4,5-tetrahydro-azepino[5,4,3-cd]indol-6-one (312 mmol, 1.00 mmol) to yield 2-(3-amino-phenylethynyl)-1,3,4,5-tetrahydro-azepino[5,4,3-cd]indol-6-one, 250 mg (83%) as a pale yellow solid: m.p. 261-262° C. (dec); 1H NMR (300 MHz, d6-DMSO) δ3.00 (m, 2H), 3.45 (m, 2H), 5.31 (br s, 2H), 6.63 (m, 1H), 6.71 (m, 1H), 6.76 (m, 1H), 7.08 (app t, J=7.8 Hz, 1H), 7.26 (app t, J=7....